From a dataset of the Open Reaction Database (ORD), a public repository of structured organic reaction records. describe an organic reaction: reactants, conditions, products, and yield Reactants: CCOC(=O)CBr, CN(C)C=O, [H-], O=[N+]([O-])c1cccc2[nH]ccc12, [Na+], O. Product: CCOC(=O)Cn1ccc2c([N+](=O)[O-])cccc21. As a reaction SMILES: [CH2:15]([CH3:16])[O:17][C:18]([CH2:19][Br:20])=[O:21].[CH3:23][N:24]([CH3:25])[CH:26]=[O:27].[H-:1].[N+:3](=[O:4])([O-:5])[c:6]1[c:7]2[cH:8][cH:9][nH:10][c:11]2[cH:12][cH:13][cH:14]1.[Na+:2].[OH2:22]>>[N+:3](=[O:4])([O-:5])[c:6]1[c:7]2[cH:8][cH:9][n:10]([CH2:19][C:18]([O:17][CH2:15][CH3:16])=[O:21])[c:11]2[cH:12][cH:13][cH:14]1. Starting materials: CC1(OB(OC1(C)C)C1=C(C=CC2=CC=CC=C12)CNC1=CC=CC=C1)C (N-{[1-(4,4,5,5-tetramethyl-1,3,2-dioxaborolan-2-yl)-2-naphthyl]methyl}-aniline), BrC1=CC=CC(=N1)C(C)(C)NC1=C(C=CC=C1CC)CC (N-[1-(6-bromopyridin-2-yl)-1-methylethyl]-2,6-diethylaniline), C(=O)([O-])[O-].[Na+].[Na+] (Na2CO3), O (water). Reagents/catalysts: C=1C=CC(=CC1)[P](C=2C=CC=CC2)(C=3C=CC=CC3)[Pd]([P](C=4C=CC=CC4)(C=5C=CC=CC5)C=6C=CC=CC6)([P](C=7C=CC=CC7)(C=8C=CC=CC8)C=9C=CC=CC9)[P](C=1C=CC=CC1)(C=1C=CC=CC1)C=1C=CC=CC1 (Pd(PPh3)4). Solvent: C1(=CC=CC=C1)C (toluene), CO (methanol). Conditions: temperature 80 celsius, time 12 hour. The product is N(C1=CC=CC=C1)CC1=C(C2=CC=CC=C2C=C1)C1=CC=CC(=N1)C(C)(C)NC1=C(C=CC=C1CC)CC (N-(1-{6-[2-(Anilinomethyl)-1-naphthyl]pyridin-2-yl}-1-methylethyl)-2,6-diethylaniline). RXN SMILES: CC1(C)C(C)(C)OB([C:9]2[C:18]3[C:13](=[CH:14][CH:15]=[CH:16][CH:17]=3)[CH:12]=[CH:11][C:10]=2[CH2:19][NH:20][C:21]2[CH:26]=[CH:25][CH:24]=[CH:23][CH:22]=2)O1.Br[C:29]1[N:34]=[C:33]([C:35]([NH:38][C:39]2[C:44]([CH2:45][CH3:46])=[CH:43][CH:42]=[CH:41][C:40]=2[CH2:47][CH3:48])([CH3:37])[CH3:36])[CH:32]=[CH:31][CH:30]=1.C([O-])([O-])=O.[Na+].[Na+].O>C1C=CC([P]([Pd]([P](C2C=CC=CC=2)(C2C=CC=CC=2)C2C=CC=CC=2)([P](C2C=CC=CC=2)(C2C=CC=CC=2)C2C=CC=CC=2)[P](C2C=CC=CC=2)(C2C=CC=CC=2)C2C=CC=CC=2)(C2C=CC=CC=2)C2C=CC=CC=2)=CC=1.C1(C)C=CC=CC=1.CO>[NH:20]([CH2:19][C:10]1[CH:11]=[CH:12][C:13]2[C:18](=[CH:17][CH:16]=[CH:15][CH:14]=2)[C:9]=1[C:29]1[N:34]=[C:33]([C:35]([NH:38][C:39]2[C:44]([CH2:45][CH3:46])=[CH:43][CH:42]=[CH:41][C:40]=2[CH2:47][CH3:48])([CH3:37])[CH3:36])[CH:32]=[CH:31][CH:30]=1)[C:21]1[CH:22]=[CH:23][CH:24]=[CH:25][CH:26]=1 |f:2.3.4,^1:59,61,80,99|. Reported procedure: A mixture of 2.17 g (6.00 mmol) of N-{[1-(4,4,5,5-tetramethyl-1,3,2-dioxaborolan-2-yl)-2-naphthyl]methyl}-aniline, 4.33 g (6.00 mmol) of N-[1-(6-bromopyridin-2-yl)-1-methylethyl]-2,6-diethylaniline and 1.60 g (15.10 mmol) of Na2CO3×10H2O, 65 ml of water, 18 ml of methanol and 80 ml of toluene was purged with argon for 30 min. To this solution 0.35 g (0.30 mmol) of Pd(PPh3)4 was added. This mixture was stirred for 12 h at 80° C., then cooled to room temperature. The organic layer was separated, t... Reactants: CC(C)(C)OC(=O)N1CCCN(CCCOc2ccc(-c3nnc(CSCCOc4ccccc4)o3)cc2)CC1, O=C(O)C(F)(F)F. The product is c1ccc(OCCSCc2nnc(-c3ccc(OCCCN4CCCNCC4)cc3)o2)cc1. As a reaction SMILES: [C:1]([O:2][C:3](=[O:4])[N:8]1[CH2:9][CH2:10][N:11]([CH2:15][CH2:16][CH2:17][O:18][c:19]2[cH:20][cH:21][c:22](-[c:25]3[o:26][c:27]([CH2:30][S:31][CH2:32][CH2:33][O:34][c:35]4[cH:36][cH:37][cH:38][cH:39][cH:40]4)[n:28][n:29]3)[cH:23][cH:24]2)[CH2:12][CH2:13][CH2:14]1)([CH3:5])([CH3:6])[CH3:7].[OH:41][C:42]([C:43]([F:44])([F:45])[F:46])=[O:47]>>[NH:8]1[CH2:9][CH2:10][N:11]([CH2:15][CH2:16][CH2:17][O:18][c:19]2[cH:20][cH:21][c:22](-[c:25]3[o:26][c:27]([CH2:30][S:31][CH2:32][CH2:33][O:34][c:35]4[cH:36][cH:37][cH:38][cH:39][cH:40]4)[n:28][n:29]3)[cH:23][cH:24]2)[CH2:12][CH2:13][CH2:14]1. Reactants: [H-].[Al+3].[Li+].[H-].[H-].[H-] (lithium aluminum hydride), C(C)OC(CC1(CNC(C1)=O)C=1C=NC(=CC1)OC)=O (ethyl[3-(6-methoxypyridin-3-yl)-5-oxopyrrolidin-3-yl]acetate), S(=O)(=O)([O-])[O-].[Na+].[Na+] (sodium sulfate). The solvent is O1CCCC1 (tetrahydrofuran). Reaction conditions: time 3 hour. Yields the product COC1=CC=C(C=N1)C1(CNCC1)CCO (2-[3-(6-Methoxypyridin-3-yl)pyrrolidin-3-yl]ethanol). Yield: 34.2%. Reaction SMILES: C([O:3][C:4](=O)[CH2:5][C:6]1([C:12]2[CH:13]=[N:14][C:15]([O:18][CH3:19])=[CH:16][CH:17]=2)[CH2:10][C:9](=O)[NH:8][CH2:7]1)C.[H-].[Al+3].[Li+].[H-].[H-].[H-].S([O-])([O-])(=O)=O.[Na+].[Na+]>O1CCCC1>[CH3:19][O:18][C:15]1[N:14]=[CH:13][C:12]([C:6]2([CH2:5][CH2:4][OH:3])[CH2:10][CH2:9][NH:8][CH2:7]2)=[CH:17][CH:16]=1 |f:1.2.3.4.5.6,7.8.9|. Procedure details: 1.50 g (5.39 mmol) of ethyl[3-(6-methoxypyridin-3-yl)-5-oxopyrrolidin-3-yl]acetate obtained in stage 4.2, in solution in 90 ml of anhydrous tetrahydrofuran, are introduced into a 250 ml round-bottomed flask at ambient temperature. 2.046 g (53.90 mmol) of lithium aluminum hydride are added portionwise and the resulting mixture is subsequently stirred at ambient temperature for 3 hours. The mixture is subsequently hydrolyzed with a saturated aqueous sodium sulfate solution, filtered through celite... The reactants are ClC1=C(CNC(=O)C2=CC=C(C=C2)C2=C(C=CC(=C2)C=2OC(=NN2)C)C)C=CC=C1 (N-(2-chlorobenzyl)-2′-methyl-5′-(5-methyl-1,3,4-oxadiazol-2-yl)-1,1′-biphenyl-4-carboxamide), ICC (iodoethane). Yields the product ClC1=C(CN(C(=O)C2=CC=C(C=C2)C2=C(C=CC(=C2)C=2OC(=NN2)C)C)CC)C=CC=C1 (N-(2-Chlorobenzyl)-N-ethyl-2′-methyl-5′-(5-methyl-1,3,4-oxadiazol-2-yl)-1,1′-biphenyl-4-carboxamide). Reaction SMILES: [Cl:1][C:2]1[CH:30]=[CH:29][CH:28]=[CH:27][C:3]=1[CH2:4][NH:5][C:6]([C:8]1[CH:13]=[CH:12][C:11]([C:14]2[CH:19]=[C:18]([C:20]3[O:21][C:22]([CH3:25])=[N:23][N:24]=3)[CH:17]=[CH:16][C:15]=2[CH3:26])=[CH:10][CH:9]=1)=[O:7].I[CH2:32][CH3:33]>>[Cl:1][C:2]1[CH:30]=[CH:29][CH:28]=[CH:27][C:3]=1[CH2:4][N:5]([CH2:32][CH3:33])[C:6]([C:8]1[CH:9]=[CH:10][C:11]([C:14]2[CH:19]=[C:18]([C:20]3[O:21][C:22]([CH3:25])=[N:23][N:24]=3)[CH:17]=[CH:16][C:15]=2[CH3:26])=[CH:12][CH:13]=1)=[O:7]. Reported procedure: N-(2-Chlorobenzyl)-N-ethyl-2′-methyl-5′-(5-methyl-1,3,4-oxadiazol-2-yl)-1,1′-biphenyl-4-carboxamide was prepared from N-(2-chlorobenzyl)-2′-methyl-5′-(5-methyl-1,3,4-oxadiazol-2-yl)-1,1′-biphenyl-4-carboxamide and iodoethane using method L. NMR; δH [2H6]—DMSO 7.89,(1H, d), 7.77,(1H, b), 7.58-7.32,(9H, m), 4.76-4.60,(2H, m), 3.42-3.27,(2H, b), 2.56,(3H, s), 2.32-2.28,(3H, m), 1.08,(3H, b). LCMS; retention time 3.66 min, MH+ 446/448. The reactants are ClCCl, C[Si](C)(C)CCOCn1ccnc1-c1ccccc1S(=O)(=O)c1ccc(C=Cc2ccc(F)cc2F)cc1, O=C(O)C(F)(F)F. The product is O=S(=O)(c1ccc(C=Cc2ccc(F)cc2F)cc1)c1ccccc1-c1ncc[nH]1. RXN SMILES: [Cl:46][CH2:47][Cl:48].[F:1][c:2]1[c:3]([CH:9]=[CH:10][c:11]2[cH:12][cH:13][c:14]([S:17](=[O:18])(=[O:19])[c:20]3[c:21](-[c:26]4[n:27]([CH2:31][O:32][CH2:33][CH2:34][Si:35]([CH3:36])([CH3:37])[CH3:38])[cH:28][cH:29][n:30]4)[cH:22][cH:23][cH:24][cH:25]3)[cH:15][cH:16]2)[cH:4][cH:5][c:6]([F:8])[cH:7]1.[OH:39][C:40]([C:41]([F:42])([F:43])[F:44])=[O:45]>>[F:1][c:2]1[c:3]([CH:9]=[CH:10][c:11]2[cH:12][cH:13][c:14]([S:17](=[O:18])(=[O:19])[c:20]3[c:21](-[c:26]4[n:27][cH:28][cH:29][nH:30]4)[cH:22][cH:23][cH:24][cH:25]3)[cH:15][cH:16]2)[cH:4][cH:5][c:6]([F:8])[cH:7]1.